This data is from the Open Reaction Database (ORD), a public repository of structured organic reaction records. The task is: describe an organic reaction: reactants, conditions, products, and yield Reactants: [Cl-], Cl, O=[N+]([O-])c1ccc(Oc2ccccc2)nc1, N, [Na+], [Na+], O=C([O-])[O-]. Product: Nc1ccc(Oc2ccccc2)nc1. RXN SMILES: [Cl-:17].[ClH:25].[N+:1]([O-:2])(=[O:3])[c:4]1[cH:5][cH:6][c:7]([O:10][c:11]2[cH:12][cH:13][cH:14][cH:15][cH:16]2)[n:8][cH:9]1.[NH3:24].[Na+:18].[Na+:19].[O-:20][C:21](=[O:22])[O-:23]>>[NH2:1][c:4]1[cH:5][cH:6][c:7]([O:10][c:11]2[cH:12][cH:13][cH:14][cH:15][cH:16]2)[n:8][cH:9]1.